This data is from the Open Reaction Database (ORD), a public repository of structured organic reaction records. The task is: describe an organic reaction: reactants, conditions, products, and yield Starting materials: CN(C)C=O, CC(=O)OC(C)=O, CN(C)c1ccncc1, c1ccccc1, O=C(Cc1cccs1)C1C(=O)Nc2ccccc21. Product: CC(=O)N1C(=O)C(C(=O)Cc2cccs2)c2ccccc21. Reaction SMILES: [CH3:19][N:20]([CH3:21])[CH:22]=[O:23].[CH3:24][C:25](=[O:26])[O:27][C:28](=[O:29])[CH3:30].[CH3:31][N:32]([c:33]1[cH:34][cH:35][n:36][cH:37][cH:38]1)[CH3:39].[cH:40]1[cH:41][cH:42][cH:43][cH:44][cH:45]1.[s:1]1[c:2]([CH2:6][C:7](=[O:8])[CH:9]2[C:10](=[O:18])[NH:11][c:12]3[cH:13][cH:14][cH:15][cH:16][c:17]32)[cH:3][cH:4][cH:5]1>>[s:1]1[c:2]([CH2:6][C:7](=[O:8])[CH:9]2[C:10](=[O:18])[N:11]([C:25]([CH3:24])=[O:26])[c:12]3[cH:13][cH:14][cH:15][cH:16][c:17]32)[cH:3][cH:4][cH:5]1. The product is CC(=O)C(Br)Oc1ccccc1. RXN SMILES: [Br:12][N:13]1[C:14](=[O:15])[CH2:16][CH2:17][C:18]1=[O:19].[Cl:32][C:33]([Cl:34])([Cl:35])[Cl:36].[N:20]([C:21]([CH3:22])([CH3:23])[C:24]#[N:25])=[N:26][C:27]([CH3:28])([CH3:29])[C:30]#[N:31].[O:1]([c:2]1[cH:3][cH:4][cH:5][cH:6][cH:7]1)[CH2:8][C:9]([CH3:10])=[O:11]>>[O:1]([c:2]1[cH:3][cH:4][cH:5][cH:6][cH:7]1)[CH:8]([C:9]([CH3:10])=[O:11])[Br:12]. The reactants are O=C1CCC(=O)N1Br, ClC(Cl)(Cl)Cl, CC(C)(C#N)N=NC(C)(C)C#N, CC(=O)COc1ccccc1. The reactants are CO, [K+], [K+], Cc1ccc(S(=O)(=O)n2ccc3c(Cc4nc(N)nc(Nc5ccc(C#N)cc5)n4)c(Cl)ccc32)cc1, O=C([O-])[O-], O. Product: N#Cc1ccc(Nc2nc(N)nc(Cc3c(Cl)ccc4[nH]ccc34)n2)cc1. RXN SMILES: [CH3:1][OH:2].[K+:40].[K+:41].[NH2:3][c:4]1[n:5][c:6]([CH2:19][c:20]2[c:21]3[cH:22][cH:23][n:24]([S:30]([c:31]4[cH:32][cH:33][c:34]([CH3:35])[cH:36][cH:37]4)(=[O:38])=[O:39])[c:25]3[cH:26][cH:27][c:28]2[Cl:29])[n:7][c:8]([NH:10][c:11]2[cH:12][cH:13][c:14]([C:17]#[N:18])[cH:15][cH:16]2)[n:9]1.[O-:42][C:43]([O-:44])=[O:45].[OH2:46]>>[NH2:3][c:4]1[n:5][c:6]([CH2:19][c:20]2[c:21]3[cH:22][cH:23][nH:24][c:25]3[cH:26][cH:27][c:28]2[Cl:29])[n:7][c:8]([NH:10][c:11]2[cH:12][cH:13][c:14]([C:17]#[N:18])[cH:15][cH:16]2)[n:9]1. Reactants: N#Cc1ccc(N(CCCO)CC2CC2)cc1C(F)(F)F, Oc1ccc(F)cc1. Yields the product N#Cc1ccc(N(CCCOc2ccc(F)cc2)CC2CC2)cc1C(F)(F)F. Reaction SMILES: [CH:1]1([CH2:4][N:5]([c:6]2[cH:7][c:8]([C:14]([F:15])([F:16])[F:17])[c:9]([C:10]#[N:11])[cH:12][cH:13]2)[CH2:18][CH2:19][CH2:20][OH:21])[CH2:2][CH2:3]1.[F:22][c:23]1[cH:24][cH:25][c:26]([OH:29])[cH:27][cH:28]1>>[CH:1]1([CH2:4][N:5]([c:6]2[cH:7][c:8]([C:14]([F:15])([F:16])[F:17])[c:9]([C:10]#[N:11])[cH:12][cH:13]2)[CH2:18][CH2:19][CH2:20][O:21][c:26]2[cH:25][cH:24][c:23]([F:22])[cH:28][cH:27]2)[CH2:2][CH2:3]1.